Dataset: the Open Reaction Database (ORD), a public repository of structured organic reaction records. Task: describe an organic reaction: reactants, conditions, products, and yield Reactants: C1CCNCC1, Cc1ccccc1, O=Cc1cccc(-c2ccccc2Cl)c1, O, O=C(O)c1ccccc1, O=C1CSC(=O)N1. Product: O=C1NC(=O)C(=Cc2cccc(-c3ccccc3Cl)c2)S1. RXN SMILES: [CH2:23]1[CH2:24][CH2:25][NH:26][CH2:27][CH2:28]1.[CH3:38][c:39]1[cH:40][cH:41][cH:42][cH:43][cH:44]1.[CH:1](=[O:2])[c:3]1[cH:4][c:5](-[c:9]2[c:10]([Cl:15])[cH:11][cH:12][cH:13][cH:14]2)[cH:6][cH:7][cH:8]1.[OH2:45].[OH:29][C:30]([c:31]1[cH:32][cH:33][cH:34][cH:35][cH:36]1)=[O:37].[S:16]1[C:17](=[O:22])[NH:18][C:19](=[O:21])[CH2:20]1>>[CH:1]([c:3]1[cH:4][c:5](-[c:9]2[c:10]([Cl:15])[cH:11][cH:12][cH:13][cH:14]2)[cH:6][cH:7][cH:8]1)=[C:20]1[S:16][C:17](=[O:22])[NH:18][C:19]1=[O:21].